Dataset: the Open Reaction Database (ORD), a public repository of structured organic reaction records. Task: describe an organic reaction: reactants, conditions, products, and yield Reactants: C(C)OC(=O)C=1C=NN(C1)C1=NC2=CC(=C(C=C2C(N1)=O)OC1=C(C=CC=C1C)C)F (1-[6-(2,6-dimethyl-phenoxy)-7-fluoro-4-oxo-3,4-dihydro-quinazolin-2-yl]-1H-pyrazole-4-carboxylic acid ethyl ester), [Li+].[Cl-] (LiCl), O=P(Cl)(Cl)Cl (POCl3), CCN(C(C)C)C(C)C (DIEA). Solvent: C(C)#N (acetonitrile). Product: ClC1=NC(=NC2=CC(=C(C=C12)OC1=C(C=CC=C1C)C)F)N1N=CC(=C1)C(=O)OCC (1-[4-chloro-6-(2,6-dimethyl-phenoxy)-7-fluoro-quinazolin-2-yl]-1H-pyrazole-4-carboxylic acid, ethyl ester). RXN SMILES: [CH2:1]([O:3][C:4]([C:6]1[CH:7]=[N:8][N:9]([C:11]2[NH:20][C:19](=O)[C:18]3[C:13](=[CH:14][C:15]([F:31])=[C:16]([O:22][C:23]4[C:28]([CH3:29])=[CH:27][CH:26]=[CH:25][C:24]=4[CH3:30])[CH:17]=3)[N:12]=2)[CH:10]=1)=[O:5])[CH3:2].[Li+].[Cl-].O=P(Cl)(Cl)[Cl:36].CCN(C(C)C)C(C)C>C(#N)C>[Cl:36][C:19]1[C:18]2[C:13](=[CH:14][C:15]([F:31])=[C:16]([O:22][C:23]3[C:28]([CH3:29])=[CH:27][CH:26]=[CH:25][C:24]=3[CH3:30])[CH:17]=2)[N:12]=[C:11]([N:9]2[CH:10]=[C:6]([C:4]([O:3][CH2:1][CH3:2])=[O:5])[CH:7]=[N:8]2)[N:20]=1 |f:1.2|. Procedure details: A mixture of the above 1-[6-(2,6-dimethyl-phenoxy)-7-fluoro-4-oxo-3,4-dihydro-quinazolin-2-yl]-1H-pyrazole-4-carboxylic acid ethyl ester (5.0 g, 12 mmol), LiCl (2.5 g, 59 mmol), POCl3 (5.5 ml, 59 mmol), DIEA (10 mL, 59 mmol), and acetonitrile (ACN) (50 mL) was heated to reflux for 6 h. The mixture was allowed to cool to rt and then concentrated. The residue was taken up in a minimal amount of DCM and passed through a pad of silica gel, eluting with 50:50 hexanes/EtOAc. The resulting solution was... Reactants: NC1=CC=C(C=C1)[C@@H](C)NC(OC(C)(C)C)=O ((R)-tert-butyl 1-(4-aminophenyl)ethylcarbamate), resultant mixture, TEA, resultant solution, ClC1=NC=C(C(=N1)Cl)C(F)(F)F (2,4-dichloro-5-(trifluoromethyl)pyrimidine). Reagents/catalysts: [Zn+2].[Br-].[Br-] (ZnBr2). Run in ClCCCl.CC(C)(C)O (DCE t-BuOH). Conditions: temperature 25 celsius, time 20 hour. Product: ClC1=NC(=NC=C1C(F)(F)F)NC1=CC=C(C=C1)[C@@H](C)NC(OC(C)(C)C)=O ((R)-tert-butyl 1-(4-(4-chloro-5-(trifluoromethyl)pyrimidin-2-ylamino)phenyl)ethylcarbamate). As a reaction SMILES: [NH2:1][C:2]1[CH:7]=[CH:6][C:5]([C@H:8]([NH:10][C:11](=[O:17])[O:12][C:13]([CH3:16])([CH3:15])[CH3:14])[CH3:9])=[CH:4][CH:3]=1.Cl[C:19]1[N:24]=[C:23]([Cl:25])[C:22]([C:26]([F:29])([F:28])[F:27])=[CH:21][N:20]=1>ClCCCl.CC(O)(C)C.[Zn+2].[Br-].[Br-]>[Cl:25][C:23]1[C:22]([C:26]([F:28])([F:27])[F:29])=[CH:21][N:20]=[C:19]([NH:1][C:2]2[CH:7]=[CH:6][C:5]([C@H:8]([NH:10][C:11](=[O:17])[O:12][C:13]([CH3:16])([CH3:15])[CH3:14])[CH3:9])=[CH:4][CH:3]=2)[N:24]=1 |f:2.3,4.5.6|. Procedure details: C2 (690 mg, 2.92 mmol) was dissolved in 10 mL DCE:t-BuOH (1:1 vol:vol), and the resultant solution was treated with ZnBr2 (1.97 g, 8.76 mmol) and 2,4-dichloro-5-(trifluoromethyl)pyrimidine (748 mg, 3.45 mmol). The resultant mixture was then treated drop-wise with TEA (406 ml, 2.92 mmol), and the mixture was allowed to stir at 25° C. for about 20 hours. The reaction mixture was concentrated, and the resultant residue was treated with EtOAc. The resultant solution was washed with water and brine, ...